From a dataset of the Open Reaction Database (ORD), a public repository of structured organic reaction records. describe an organic reaction: reactants, conditions, products, and yield Starting materials: C1(=CC=CC=C1)P(C1=CC=CC=C1)C1=CC=CC=C1 (Triphenylphosphine), C(\C=C\CCC)O ((E)-hex-2-en-1-ol), OC1=CC=C(C=C1)C=1SC(=CN1)CCCCCCCC (2-(4-hydroxyphenyl)-5-octylthiazole), CCOC(=O)/N=N/C(=O)OCC (diethylazodicarboxylate). Run in O1CCCC1 (tetrahydrofuran). Conditions: time 8 hour. Yields the product C(\C=C\CCC)OC1=CC=C(C=C1)C=1SC(=CN1)CCCCCCCC (2-(4-[(E)-hex-2-Enyloxy]phenyl)-5-octylthiazole). RXN SMILES: C1(P(C2C=CC=CC=2)C2C=CC=CC=2)C=CC=CC=1.[CH2:20]([OH:26])/[CH:21]=[CH:22]/[CH2:23][CH2:24][CH3:25].O[C:28]1[CH:33]=[CH:32][C:31]([C:34]2[S:35][C:36]([CH2:39][CH2:40][CH2:41][CH2:42][CH2:43][CH2:44][CH2:45][CH3:46])=[CH:37][N:38]=2)=[CH:30][CH:29]=1.CCOC(/N=N/C(OCC)=O)=O>O1CCCC1>[CH2:20]([O:26][C:28]1[CH:33]=[CH:32][C:31]([C:34]2[S:35][C:36]([CH2:39][CH2:40][CH2:41][CH2:42][CH2:43][CH2:44][CH2:45][CH3:46])=[CH:37][N:38]=2)=[CH:30][CH:29]=1)/[CH:21]=[CH:22]/[CH2:23][CH2:24][CH3:25]. Reported procedure: Triphenylphosphine (0.95 g) is added in small portions to a solution of (E)-hex-2-en-1-ol (0.40 g), 2-(4-hydroxyphenyl)-5-octylthiazole (0.70 g), diethylazodicarboxylate (0.60 g) in dry tetrahydrofuran (40 cm3) at 0° C. under an atmosphere of nitrogen. The reaction mixture is stirred at room temperature overnight. The solvent is removed under reduced pressure and the crude product was purified by column chromatography on silica gel using a 4:1 petroleum (40-60° C.) ether/ethyl acetate mixture as... Reactants: CCN(C(C)C)C(C)C, O=[N+]([O-])c1ccc(Cl)nc1Cl, Nc1ccccc1, C1COCCO1. Product: O=[N+]([O-])c1ccc(Cl)nc1Nc1ccccc1. Reaction SMILES: [CH:19]([N:20]([CH2:21][CH3:22])[CH:23]([CH3:24])[CH3:25])([CH3:26])[CH3:27].[Cl:1][c:2]1[n:3][c:4]([Cl:11])[cH:5][cH:6][c:7]1[N+:8](=[O:9])[O-:10].[NH2:12][c:13]1[cH:14][cH:15][cH:16][cH:17][cH:18]1.[O:28]1[CH2:29][CH2:30][O:31][CH2:32][CH2:33]1>>[c:2]1([NH:12][c:13]2[cH:14][cH:15][cH:16][cH:17][cH:18]2)[n:3][c:4]([Cl:11])[cH:5][cH:6][c:7]1[N+:8](=[O:9])[O-:10]. Reactants: [BH4-], CCO, Cc1nc(CN2CCN(C(C(=O)NC(Cc3ccccc3)C(O)CN)C(C)C)C2=O)cs1, [Na+], CC(C)(C)OC(=O)N1CCCC1C=O, c1ccccc1. As a reaction SMILES: [BH4-:53].[CH3:55][CH2:56][OH:57].[NH2:1][CH2:2][CH:3]([CH:4]([CH2:5][c:6]1[cH:7][cH:8][cH:9][cH:10][cH:11]1)[NH:12][C:13]([CH:14]([CH:15]([CH3:16])[CH3:17])[N:18]1[C:19](=[O:30])[N:20]([CH2:23][c:24]2[n:25][c:26]([CH3:29])[s:27][cH:28]2)[CH2:21][CH2:22]1)=[O:31])[OH:32].[Na+:54].[O:39]([C:40]([CH3:41])([CH3:42])[CH3:43])[C:44](=[O:45])[N:46]1[CH:47]([CH:48]=[O:49])[CH2:50][CH2:51][CH2:52]1.[cH:33]1[cH:34][cH:35][cH:36][cH:37][cH:38]1>>[NH:1]([CH2:2][CH:3]([CH:4]([CH2:5][c:6]1[cH:7][cH:8][cH:9][cH:10][cH:11]1)[NH:12][C:13]([CH:14]([CH:15]([CH3:16])[CH3:17])[N:18]1[C:19](=[O:30])[N:20]([CH2:23][c:24]2[n:25][c:26]([CH3:29])[s:27][cH:28]2)[CH2:21][CH2:22]1)=[O:31])[OH:32])[CH2:48][CH:47]1[N:46]([C:44]([O:39][C:40]([CH3:41])([CH3:42])[CH3:43])=[O:45])[CH2:52][CH2:51][CH2:50]1. The product is Cc1nc(CN2CCN(C(C(=O)NC(Cc3ccccc3)C(O)CNCC3CCCN3C(=O)OC(C)(C)C)C(C)C)C2=O)cs1.